Dataset: the Open Reaction Database (ORD), a public repository of structured organic reaction records. Task: describe an organic reaction: reactants, conditions, products, and yield The reactants are [Na] (sodium), C1(=CC=CC=C1)C1=C(CBr)C=CC=C1 (2-phenylbenzyl bromide), [OH-].[K+] (KOH), C(C)C(C(=O)OCC)C(=O)OCC (diethyl ethylmalonate). Run in O (H2O), O (H2O), O (H2O), O (H2O). Conditions: temperature 130 celsius. Yields the product C1(=CC=CC=C1)C1=C(CC(C(=O)O)CC)C=CC=C1 ((±)-2-(2-phenylbenzyl)butyric acid). Isolated yield 92.8%. RXN SMILES: [CH2:1]([CH:3]([C:9](OCC)=O)[C:4]([O:6]CC)=[O:5])[CH3:2].[Na].[C:15]1([C:21]2[CH:28]=[CH:27][CH:26]=[CH:25][C:22]=2CBr)[CH:20]=[CH:19][CH:18]=[CH:17][CH:16]=1.[OH-].[K+]>O>[C:15]1([C:21]2[CH:22]=[CH:25][CH:26]=[CH:27][C:28]=2[CH2:9][CH:3]([CH2:1][CH3:2])[C:4]([OH:6])=[O:5])[CH:20]=[CH:19][CH:18]=[CH:17][CH:16]=1 |f:3.4,^1:13|. Reported procedure: 188 g (1 mol) of diethyl ethylmalonate dissolved in 100 cm3 of H2O-free EtOH are added dropwise at room temperature to 23 g (1 mol) of sodium in 400 cm3 of H2O-free EtOH. 247 g (1 mol) of 2-phenylbenzyl bromide in 300 cm3 of H2O-free EtOH were subsequently added dropwise, and the mixture was refluxed for 3 hours. 170 g (3 mol) of KOH dissolved in 300 cm3 of H2O were added at room temperature, and the mixture was refluxed for a further 4 hours. The solvent was removed in vacuo, H2O was added to t... The reactants are C=CCBr, CN(C)C=O, [Cl-], Fc1ccc(-c2c(-c3ccnc(Cl)c3)[nH]c3cccnc23)cc1, [H-], [NH4+], [Na+]. The product is C=CCn1c(-c2ccnc(Cl)c2)c(-c2ccc(F)cc2)c2ncccc21. RXN SMILES: [CH2:26]([CH:27]=[CH2:28])[Br:29].[CH3:32][N:33]([CH3:34])[CH:35]=[O:36].[Cl-:30].[Cl:3][c:4]1[n:5][cH:6][cH:7][c:8](-[c:10]2[c:11](-[c:19]3[cH:20][cH:21][c:22]([F:25])[cH:23][cH:24]3)[c:12]3[n:13][cH:14][cH:15][cH:16][c:17]3[nH:18]2)[cH:9]1.[H-:1].[NH4+:31].[Na+:2]>>[Cl:3][c:4]1[n:5][cH:6][cH:7][c:8](-[c:10]2[c:11](-[c:19]3[cH:20][cH:21][c:22]([F:25])[cH:23][cH:24]3)[c:12]3[n:13][cH:14][cH:15][cH:16][c:17]3[n:18]2[CH2:28][CH:27]=[CH2:26])[cH:9]1. The reactants are N (ammonia), ClCCl (dichloromethane), C(C)(=O)O[C@](CN1N=CN=C1)([C@@H](C)S(=O)(=O)Cl)C1=C(C=C(C=C1)F)F ((2R,3R)-3-chlorosulfonyl-2-(2,4-difluorophenyl)-1-(1H-1,2,4-triazol-1-yl)-2-butyl acetate), N (ammonia). The solvent is C(C)(=O)OCC (ethyl acetate). Yields the product FC1=C(C=CC(=C1)F)C(=C(C)S(=O)(=O)N)CN1N=CN=C1 (3-(2,4-difluorophenyl)-4-(1H-1,2,4-triazol-1-yl)-2-butene-2-sulfonamide), Compound 36. As a reaction SMILES: ClCCl.C(O[C@@:8]([C:21]1[CH:26]=[CH:25][C:24]([F:27])=[CH:23][C:22]=1[F:28])([C@H:15]([S:17](Cl)(=[O:19])=[O:18])[CH3:16])[CH2:9][N:10]1[CH:14]=[N:13][CH:12]=[N:11]1)(=O)C.[NH3:29]>C(OCC)(=O)C>[F:28][C:22]1[CH:23]=[C:24]([F:27])[CH:25]=[CH:26][C:21]=1[C:8]([CH2:9][N:10]1[CH:14]=[N:13][CH:12]=[N:11]1)=[C:15]([S:17]([NH2:29])(=[O:19])=[O:18])[CH3:16]. Procedure: A dichloromethane (30 ml) solution of (2R,3R)-3-chlorosulfonyl-2-(2,4-difluorophenyl)-1-(1H-1,2,4-triazol-1-yl)-2-butyl acetate (2.0 g) was cooled to -30° C., to which was introduced ammonia for 10 minutes. To the mixture was introduced nitrogen to eliminate ammonia. To the reaction mixture was added ethyl acetate (50 ml), then precipitating crystals were collected by filtration, followed by recrystallization from methanol to give 3-(2,4-difluorophenyl)-4-(1H-1,2,4-triazol-1-yl)-2-butene-2-sulfo... Reactants: [BH4-], CO, CCOC(C)=O, NC1CC1, COC(=O)C=Cc1ccc(C=C(CO)c2ccc(F)cc2)cc1, [Na+]. The product is COC(=O)C=Cc1ccc(C=C(CNC2CC2)c2ccc(F)cc2)cc1. RXN SMILES: [BH4-:30].[CH3:28][OH:29].[CH3:32][CH2:33][O:34][C:35](=[O:36])[CH3:37].[CH:24]1([NH2:27])[CH2:25][CH2:26]1.[F:1][c:2]1[cH:3][cH:4][c:5]([C:8](=[CH:9][c:10]2[cH:11][cH:12][c:13]([CH:16]=[CH:17][C:18](=[O:19])[O:20][CH3:21])[cH:14][cH:15]2)[CH2:22][OH:23])[cH:6][cH:7]1.[Na+:31]>>[F:1][c:2]1[cH:3][cH:4][c:5]([C:8](=[CH:9][c:10]2[cH:11][cH:12][c:13]([CH:16]=[CH:17][C:18](=[O:19])[O:20][CH3:21])[cH:14][cH:15]2)[CH2:22][NH:27][CH:24]2[CH2:25][CH2:26]2)[cH:6][cH:7]1. The reactants are [BH3-]C#N, CC(=O)[O-], CO, COCCc1ccc(Cl)c(CN(C(=O)C(Cc2ccc(OCCOc3c(Cl)cc(C)cc3Cl)cc2)C(C)=O)C2CC2)c1, [NH4+], [Na+]. Product: COCCc1ccc(Cl)c(CN(C(=O)C(Cc2ccc(OCCOc3c(Cl)cc(C)cc3Cl)cc2)C(C)N)C2CC2)c1. As a reaction SMILES: [C:48]([BH3-:49])#[N:50].[CH3:44][C:45](=[O:46])[O-:47].[CH3:52][OH:53].[Cl:1][c:2]1[c:3]([CH2:4][N:5]([C:6]([CH:7]([C:8]([CH3:9])=[O:10])[CH2:11][c:12]2[cH:13][cH:14][c:15]([O:18][CH2:19][CH2:20][O:21][c:22]3[c:23]([Cl:30])[cH:24][c:25]([CH3:29])[cH:26][c:27]3[Cl:28])[cH:16][cH:17]2)=[O:31])[CH:32]2[CH2:33][CH2:34]2)[cH:35][c:36]([CH2:39][CH2:40][O:41][CH3:42])[cH:37][cH:38]1.[NH4+:43].[Na+:51]>>[Cl:1][c:2]1[c:3]([CH2:4][N:5]([C:6]([CH:7]([CH:8]([CH3:9])[NH2:43])[CH2:11][c:12]2[cH:13][cH:14][c:15]([O:18][CH2:19][CH2:20][O:21][c:22]3[c:23]([Cl:30])[cH:24][c:25]([CH3:29])[cH:26][c:27]3[Cl:28])[cH:16][cH:17]2)=[O:31])[CH:32]2[CH2:33][CH2:34]2)[cH:35][c:36]([CH2:39][CH2:40][O:41][CH3:42])[cH:37][cH:38]1.